Dataset: the Open Reaction Database (ORD), a public repository of structured organic reaction records. Task: describe an organic reaction: reactants, conditions, products, and yield The reactants are [BH4-], C1CCOC1, CCOC(=O)c1ccc(N=Nc2ccc3c(c2)C(=O)CCC3(C)C)cc1, CCO, [Na+]. Yields the product CCOC(=O)c1ccc(N=Nc2ccc3c(c2)C(O)CCC3(C)C)cc1. RXN SMILES: [BH4-:27].[CH2:29]1[O:30][CH2:31][CH2:32][CH2:33]1.[CH3:1][C:2]1([CH3:26])[c:3]2[cH:4][cH:5][c:6]([N:13]=[N:14][c:15]3[cH:16][cH:17][c:18]([C:19](=[O:20])[O:21][CH2:22][CH3:23])[cH:24][cH:25]3)[cH:7][c:8]2[C:9](=[O:12])[CH2:10][CH2:11]1.[CH3:34][CH2:35][OH:36].[Na+:28]>>[CH3:1][C:2]1([CH3:26])[c:3]2[cH:4][cH:5][c:6]([N:13]=[N:14][c:15]3[cH:16][cH:17][c:18]([C:19](=[O:20])[O:21][CH2:22][CH3:23])[cH:24][cH:25]3)[cH:7][c:8]2[CH:9]([OH:12])[CH2:10][CH2:11]1. Starting materials: BrCC(=O)Cl (Bromoacetyl chloride), [N+](=O)([O-])C1=CC=C(CO)C=C1 (4-nitrobenzyl alcohol), N1=CC=CC=C1 (pyridine). The solvent is O1CCCC1 (tetrahydrofuran). Conditions: time 30 minute. The product is BrCC(=O)OCC1=CC=C(C=C1)[N+](=O)[O-] (4-nitrobenzyl bromoacetate). Yield: 40.9%. As a reaction SMILES: [Br:1][CH2:2][C:3](Cl)=[O:4].[N+:6]([C:9]1[CH:16]=[CH:15][C:12]([CH2:13][OH:14])=[CH:11][CH:10]=1)([O-:8])=[O:7].N1C=CC=CC=1>O1CCCC1>[Br:1][CH2:2][C:3]([O:14][CH2:13][C:12]1[CH:11]=[CH:10][C:9]([N+:6]([O-:8])=[O:7])=[CH:16][CH:15]=1)=[O:4]. Procedure: Bromoacetyl chloride (113 g) was dropwise added to a stirred solution of 4-nitrobenzyl alcohol (9.2 g) and pyridine (10 ml) in dry tetrahydrofuran (100 ml) at 0° C. over 50 minutes. The mixture was stirred at 0° to 5° C. for 30 minutes, and evaporated in vacuo. The residue was dissolved in a mixture of chloroform (70 ml) and water (20 ml), and then the organic layer was separated. The organic layer was washed with a diluted aqueous hydrochloric acid and water in turn, and then dried over anhydro... Reactants: Cl (HCl), BrC=1C=C2C(OC(C2=CC1)=O)C1=CC=CC=C1 (5-Bromo-3-phenyl-3H-isobenzofuran-1-one), II (iodine), red phosphorous. Solvent: C(C)(=O)O (acetic acid). Reaction conditions: temperature 50 celsius, time 8 hour. Product: C(C1=CC=CC=C1)C1=C(C(=O)O)C=CC(=C1)Br (2-Benzyl-4-bromo-benzoic acid). The yield is 82.4%. As a reaction SMILES: [Br:1][C:2]1[CH:3]=[C:4]2[C:8](=[CH:9][CH:10]=1)[C:7](=[O:11])[O:6][CH:5]2[C:12]1[CH:17]=[CH:16][CH:15]=[CH:14][CH:13]=1.II.Cl>C(O)(=O)C>[CH2:5]([C:4]1[CH:3]=[C:2]([Br:1])[CH:10]=[CH:9][C:8]=1[C:7]([OH:11])=[O:6])[C:12]1[CH:13]=[CH:14][CH:15]=[CH:16][CH:17]=1. Reported procedure: The mixture of 5-bromo-3-phenyl-3H-isobenzofuran-1-one (D3) (14.4 g, 50 mmol), iodine (9 g, 70 mmol), amorphous red phosphorous (7.8 g, 250 mmol), acetic acid (125 mL) and distilled water (15 mL) are taken in this order in a 3-neck flask with a mechanical stirrer and condenser. After stirring overnight at 50° C. (90% product and 10% starting material), the reaction is quenched by adding into water (500 mL), added ether (200 mL) and filtered off phosphorous. The aqueous layer is extracted with et...